From a dataset of the Open Reaction Database (ORD), a public repository of structured organic reaction records. describe an organic reaction: reactants, conditions, products, and yield Starting materials: C1(=CC=CC=C1)S(=O)(=O)CC1=CC=C(C(=C1C(=O)[O-])O)C1=COC=C1 (6-(benzenesulphonylmethyl)-3-(furan-3-yl)-2-hydroxybenzoate), C1(=CC=CC=C1)S(=O)(=O)CC1=CC=C(C(=C1C(=O)[O-])O)C1=COC=C1 (6-(benzenesulphonylmethyl)-3-(furan-3-yl)-2-hydroxybenzoate), BrCC(=O)N (2-bromoacetamide). RXN SMILES: [C:1]1([S:7]([CH2:10][C:11]2[C:16]([C:17]([O-:19])=[O:18])=[C:15]([OH:20])[C:14]([C:21]3[CH:25]=[CH:24][O:23][CH:22]=3)=[CH:13][CH:12]=2)(=[O:9])=[O:8])[CH:6]=[CH:5][CH:4]=[CH:3][CH:2]=1.Br[CH2:27][C:28]([NH2:30])=[O:29]>>[C:1]1([S:7]([CH2:10][C:11]2[C:16]([C:17]([O:19][C:11]([CH3:16])([CH3:12])[CH3:10])=[O:18])=[C:15]([O:20][CH2:27][C:28](=[O:29])[NH2:30])[C:14]([C:21]3[CH:25]=[CH:24][O:23][CH:22]=3)=[CH:13][CH:12]=2)(=[O:9])=[O:8])[CH:2]=[CH:3][CH:4]=[CH:5][CH:6]=1. The product is C1(=CC=CC=C1)S(=O)(=O)CC1=CC=C(C(=C1C(=O)OC(C)(C)C)OCC(N)=O)C1=COC=C1 (t-Butyl 6-(benzenesulphonylmethyl)-2-(carbamoylmethoxy)-3-(furan-3-yl)benzoate). Procedure: 6-(benzenesulphonylmethyl)-3-(furan-3-yl)-2-hydroxybenzoate (Intermediate 120) and 2-bromoacetamide. Starting materials: N=C(N)c1ccccc1, CCOC(=O)CCCOc1cc(C)c(S(=O)(=O)Cl)c(C)c1C, CC(C)=O, Cl, [Na+], [OH-]. The product is CCOC(=O)CCCOc1cc(C)c(S(=O)(=O)NC(=N)c2ccccc2)c(C)c1C. RXN SMILES: [C:4]([c:5]1[cH:6][cH:7][cH:8][cH:9][cH:10]1)(=[NH:11])[NH2:12].[CH2:13]([CH3:14])[O:15][C:16](=[O:17])[CH2:18][CH2:19][CH2:20][O:21][c:22]1[c:23]([CH3:34])[c:24]([CH3:33])[c:25]([S:29](=[O:30])(=[O:31])[Cl:32])[c:26]([CH3:28])[cH:27]1.[CH3:35][C:36](=[O:37])[CH3:38].[ClH:3].[Na+:2].[OH-:1]>>[C:4]([c:5]1[cH:6][cH:7][cH:8][cH:9][cH:10]1)([NH:11][S:29]([c:25]1[c:24]([CH3:33])[c:23]([CH3:34])[c:22]([O:21][CH2:20][CH2:19][CH2:18][C:16]([O:15][CH2:13][CH3:14])=[O:17])[cH:27][c:26]1[CH3:28])(=[O:30])=[O:31])=[NH:12]. Reactants: FC1=C(C=CC(=C1)F)C(CN1N=CN=C1)(C(C)C1=CC(=NC=C1)C(=O)OC)O (2-(2,4-Difluorophenyl)-3-(2-methoxycarbonylpyridin-4-yl)-1-(1H-1,2,4-triazol-1-yl)butan-2-ol), O.NN (hydrazine hydrate). The solvent is C(C)(C)O (isopropanol). The product is FC1=C(C=CC(=C1)F)C(C(C)C1=CC(=NC=C1)C(=O)NN)(CN1N=CN=C1)O (4-[3-(2,4-Difluorophenyl)-3-hydroxy-4-(1H-1,2,4-triazol-1-yl)but-2-yl]pyridine-2-carboxylic acid hydrazide). RXN SMILES: [F:1][C:2]1[CH:7]=[C:6]([F:8])[CH:5]=[CH:4][C:3]=1[C:9]([OH:28])([CH:16]([C:18]1[CH:23]=[CH:22][N:21]=[C:20]([C:24]([O:26]C)=O)[CH:19]=1)[CH3:17])[CH2:10][N:11]1[CH:15]=[N:14][CH:13]=[N:12]1.O.[NH2:30][NH2:31]>C(O)(C)C>[F:1][C:2]1[CH:7]=[C:6]([F:8])[CH:5]=[CH:4][C:3]=1[C:9]([OH:28])([CH2:10][N:11]1[CH:15]=[N:14][CH:13]=[N:12]1)[CH:16]([C:18]1[CH:23]=[CH:22][N:21]=[C:20]([C:24]([NH:30][NH2:31])=[O:26])[CH:19]=1)[CH3:17] |f:1.2|. Procedure details: A solution of the product of part (i) (3.80 g) and hydrazine hydrate (6.0 ml) in isopropanol (20 ml) was heated under reflux for 2.5 hours and then evaporated. Water was added to the residue and the mixture was extracted several times with dichloromethane. The combined extracts were washed with brine and dried (MgSO4). Evaporation of the solvent gave the title compound (3.30 g) as an amorphous foam which was used directly in the next stage.